This data is from the Open Reaction Database (ORD), a public repository of structured organic reaction records. The task is: describe an organic reaction: reactants, conditions, products, and yield Reactants: [H][H], COc1ccc(C)cc1NC(=O)Nc1cncc(N=[N+]=[N-])n1, [NH4+], [OH-]. Yields the product COc1ccc(C)cc1NC(=O)Nc1cncc(N)n1. Reaction SMILES: [H:23][H:24].[N:1](=[N+:2]=[N-:3])[c:4]1[cH:5][n:6][cH:7][c:8]([NH:10][C:11](=[O:12])[NH:13][c:14]2[c:15]([O:21][CH3:22])[cH:16][cH:17][c:18]([CH3:20])[cH:19]2)[n:9]1.[NH4+:26].[OH-:25]>>[NH2:1][c:4]1[cH:5][n:6][cH:7][c:8]([NH:10][C:11](=[O:12])[NH:13][c:14]2[c:15]([O:21][CH3:22])[cH:16][cH:17][c:18]([CH3:20])[cH:19]2)[n:9]1. The reactants are CC(Oc1ccc(Cl)cn1)C1CN(Cc2ccccc2)CC1c1ccc(F)c(Cl)c1, Cc1ccccc1, CCN(C(C)C)C(C)C, CC(Cl)OC(=O)Cl. The product is CC(Oc1ccc(Cl)cn1)C1CNCC1c1ccc(F)c(Cl)c1. RXN SMILES: [CH2:1]([c:2]1[cH:3][cH:4][cH:5][cH:6][cH:7]1)[N:8]1[CH2:9][CH:10]([CH:21]([CH3:22])[O:23][c:24]2[n:25][cH:26][c:27]([Cl:30])[cH:28][cH:29]2)[CH:11]([c:13]2[cH:14][c:15]([Cl:20])[c:16]([F:19])[cH:17][cH:18]2)[CH2:12]1.[CH3:47][c:48]1[cH:49][cH:50][cH:51][cH:52][cH:53]1.[CH:38]([N:39]([CH2:40][CH3:41])[CH:42]([CH3:43])[CH3:44])([CH3:45])[CH3:46].[Cl:31][C:32]([O:33][CH:34]([Cl:35])[CH3:36])=[O:37]>>[NH:8]1[CH2:9][CH:10]([CH:21]([CH3:22])[O:23][c:24]2[n:25][cH:26][c:27]([Cl:30])[cH:28][cH:29]2)[CH:11]([c:13]2[cH:14][c:15]([Cl:20])[c:16]([F:19])[cH:17][cH:18]2)[CH2:12]1. Starting materials: CC1Cc2cc3c(cc2C(c2ccc([N+](=O)[O-])cc2)=NN1)OCO3, CN(C)C=O, [Cl-], [K+], N#CBr, O. Product: CC1Cc2cc3c(cc2C(c2ccc([N+](=O)[O-])cc2)=NN1C#N)OCO3. As a reaction SMILES: [CH3:1][CH:2]1[NH:3][N:4]=[C:5]([c:16]2[cH:17][cH:18][c:19]([N+:22](=[O:23])[O-:24])[cH:20][cH:21]2)[c:6]2[c:7]([cH:9][c:10]3[c:11]([cH:12]2)[O:13][CH2:14][O:15]3)[CH2:8]1.[CH3:25][N:26]([CH3:27])[CH:28]=[O:29].[Cl-:30].[K+:31].[N:32]#[C:33][Br:34].[OH2:35]>>[CH3:1][CH:2]1[N:3]([C:25]#[N:26])[N:4]=[C:5]([c:16]2[cH:17][cH:18][c:19]([N+:22](=[O:23])[O-:24])[cH:20][cH:21]2)[c:6]2[c:7]([cH:9][c:10]3[c:11]([cH:12]2)[O:13][CH2:14][O:15]3)[CH2:8]1. Reactants: C(#C)C1=CN=C2N1C=C(C=C2C#N)C2=CC=C(C=C2)C(F)(F)F (3-ethynyl-6-(4-trifluoromethyl-phenyl)-imidazo[1,2-a]pyridine-8-carbonitrile), NC1=NC=C(C=N1)I (2-amino-5-iodopyrimidine). Product: NC1=NC=C(C=N1)C#CC1=CN=C2N1C=C(C=C2C#N)C2=CC=C(C=C2)C(F)(F)F (3-(2-Amino-pyrimidin-5-ylethynyl)-6-(4-trifluoromethyl-phenyl)-imidazo[1,2-a]pyridine-8-carbonitrile), solid. The yield is 2.0%. Reaction SMILES: [C:1]([C:3]1[N:7]2[CH:8]=[C:9]([C:14]3[CH:19]=[CH:18][C:17]([C:20]([F:23])([F:22])[F:21])=[CH:16][CH:15]=3)[CH:10]=[C:11]([C:12]#[N:13])[C:6]2=[N:5][CH:4]=1)#[CH:2].[NH2:24][C:25]1[N:30]=[CH:29][C:28](I)=[CH:27][N:26]=1>>[NH2:24][C:25]1[N:30]=[CH:29][C:28]([C:2]#[C:1][C:3]2[N:7]3[CH:8]=[C:9]([C:14]4[CH:19]=[CH:18][C:17]([C:20]([F:22])([F:23])[F:21])=[CH:16][CH:15]=4)[CH:10]=[C:11]([C:12]#[N:13])[C:6]3=[N:5][CH:4]=2)=[CH:27][N:26]=1. Procedure: The title compound was prepared from 3-ethynyl-6-(4-trifluoromethyl-phenyl)-imidazo[1,2-a]pyridine-8-carbonitrile (example C.23) (150 mg, 0.5 mmol) and commercially available 2-amino-5-iodopyrimidine (107 mg, 0.5 mmol) according to general procedure II. Obtained as a dark brown solid (5 mg, 2%). MS (ISP) 405.3 [(M+H)+]; mp 290° C. Product: CC(C)(C)OC(=O)n1c(C#N)ccc1-c1ccc2c(c1)C(C)(C)OC(=O)N2. Reaction SMILES: [C:1]([CH3:2])([CH3:3])([CH3:4])[O:5][C:6](=[O:7])[n:8]1[c:9](-[c:13]2[cH:14][c:15]3[c:16]([cH:24][cH:25]2)[NH:17][C:18](=[O:23])[O:19][C:20]3([CH3:21])[CH3:22])[cH:10][cH:11][cH:12]1.[CH2:40]1[O:41][CH2:42][CH2:43][CH2:44]1.[Cl:29][S:30]([Cl:31])(=[O:32])=[O:33].[N-:26]=[C:27]=[O:28].[O:34]=[CH:35][N:36]([CH3:37])[CH3:38].[OH2:39]>>[C:1]([CH3:2])([CH3:3])([CH3:4])[O:5][C:6](=[O:7])[n:8]1[c:9](-[c:13]2[cH:14][c:15]3[c:16]([cH:24][cH:25]2)[NH:17][C:18](=[O:23])[O:19][C:20]3([CH3:21])[CH3:22])[cH:10][cH:11][c:12]1[C:27]#[N:26]. Starting materials: CC(C)(C)OC(=O)n1cccc1-c1ccc2c(c1)C(C)(C)OC(=O)N2, C1CCOC1, O=S(=O)(Cl)Cl, [N-]=C=O, CN(C)C=O, O.